From a dataset of the Open Reaction Database (ORD), a public repository of structured organic reaction records. describe an organic reaction: reactants, conditions, products, and yield Procedure: Using tert-butyl (6R,7R)-6-(aminomethyl)-7-(4-chloro-3-fluorophenyl)-1,4-oxazepane-4-carboxylate and N-methyl-N-(pyridin-2-ylcarbonyl)glycine, and by a method similar to that of Example 39, the title compound was obtained. Reaction SMILES: [NH2:1][CH2:2][C@H:3]1[C@H:9]([C:10]2[CH:15]=[CH:14][C:13]([Cl:16])=[C:12]([F:17])[CH:11]=2)[O:8][CH2:7][CH2:6][N:5](C(OC(C)(C)C)=O)[CH2:4]1.[CH3:25][N:26]([C:31]([C:33]1[CH:38]=[CH:37][CH:36]=[CH:35][N:34]=1)=[O:32])[CH2:27][C:28](O)=[O:29]>>[ClH:16].[Cl:16][C:13]1[CH:14]=[CH:15][C:10]([C@@H:9]2[O:8][CH2:7][CH2:6][NH:5][CH2:4][C@H:3]2[CH2:2][NH:1][C:28](=[O:29])[CH2:27][N:26]([CH3:25])[C:31]([C:33]2[CH:38]=[CH:37][CH:36]=[CH:35][N:34]=2)=[O:32])=[CH:11][C:12]=1[F:17] |f:2.3|. The product is Cl.ClC1=C(C=C(C=C1)[C@H]1[C@@H](CNCCO1)CNC(CN(C(=O)C1=NC=CC=C1)C)=O)F (N-[2-({[(6S,7R)-7-(4-chloro-3-fluorophenyl)-1,4-oxazepan-6-yl]methyl}amino)-2-oxoethyl]-N-methylpyridine-2-carboxamide monohydrochloride). The reactants are NC[C@@H]1CN(CCO[C@H]1C1=CC(=C(C=C1)Cl)F)C(=O)OC(C)(C)C (tert-butyl (6R,7R)-6-(aminomethyl)-7-(4-chloro-3-fluorophenyl)-1,4-oxazepane-4-carboxylate), CN(CC(=O)O)C(=O)C1=NC=CC=C1 (N-methyl-N-(pyridin-2-ylcarbonyl)glycine). Reactants: ClC=1C2=C(N=C(N1)N)N(C=C2I)CC2=NC=C(C(=C2C)OC)C (4-chloro-5-iodo-7-(4-methoxy-3,5-dimethyl-pyridin-2-ylmethyl)-7H-pyrrolo[2,3-d]pyrimidin-2-ylamine), C(CC#C)O (3-butyn-1-ol). Product: NC=1N=C(C2=C(N1)N(C=C2C#CCCO)CC2=NC=C(C(=C2C)OC)C)Cl (4-[2-Amino-4-chloro-7-(4-methoxy-3,5-dimethyl-pyridin-2-ylmethyl)-7H-pyrrolo[2,3-d]pyrimidin-5-yl]-but-3-yn-1-ol). RXN SMILES: [Cl:1][C:2]1[C:3]2[C:11](I)=[CH:10][N:9]([CH2:13][C:14]3[C:19]([CH3:20])=[C:18]([O:21][CH3:22])[C:17]([CH3:23])=[CH:16][N:15]=3)[C:4]=2[N:5]=[C:6]([NH2:8])[N:7]=1.[CH2:24]([OH:28])[CH2:25][C:26]#[CH:27]>>[NH2:8][C:6]1[N:7]=[C:2]([Cl:1])[C:3]2[C:11]([C:27]#[C:26][CH2:25][CH2:24][OH:28])=[CH:10][N:9]([CH2:13][C:14]3[C:19]([CH3:20])=[C:18]([O:21][CH3:22])[C:17]([CH3:23])=[CH:16][N:15]=3)[C:4]=2[N:5]=1. Procedure: The title compound was prepared by Sonogashira coupling of 4-chloro-5-iodo-7-(4-methoxy-3,5-dimethyl-pyridin-2-ylmethyl)-7H-pyrrolo[2,3-d]pyrimidin-2-ylamine (see Example 1) with 3-butyn-1-ol according to the General Procedure A. tR: 4.54 min. 1H-NMR (DMSO-d6) δ 8.04 (s, 1H), 7.22 (s, 1H), 6.69 (br.s., 2H), 5.25 (s, 2H), 4.82 (d, 1H), 3.70 (s, 3H), 3.55 (q, 2H), 2.49 (t, 2H), 2.23 (s, 3H), 2.14 (s, 3H). Starting materials: NC1=CC=C2C(=C(N(C2=C1)CC1=CC=CC=C1)C(C)C)C(=O)NCC1=CC(=C(C=C1)F)F (6-amino-1-benzyl-N-(3,4-difluorobenzyl)-2-isopropyl-1H-indole-3-carboxamide), NC1=CC=C2C(=C(N(C2=C1)CC1=CC=CC=C1)C(C)C)C(=O)NCC1=CC(=C(C=C1)F)F (6-amino-1-benzyl-N-(3,4-difluorobenzyl)-2-isopropyl-1H-indole-3-carboxamide), C1(CCCC1)=O (cyclopentanone). The product is C(C1=CC=CC=C1)N1C(=C(C2=CC=C(C=C12)NC1CCCC1)C(=O)NCC1=CC(=C(C=C1)F)F)C(C)C (1-Benzyl-6-(cyclopentylamino)-N-(3,4-difluorobenzyl)-2-isopropyl-1H-indole-3-carboxamide). Reaction SMILES: [NH2:1][C:2]1[CH:10]=[C:9]2[C:5]([C:6]([C:21]([NH:23][CH2:24][C:25]3[CH:30]=[CH:29][C:28]([F:31])=[C:27]([F:32])[CH:26]=3)=[O:22])=[C:7]([CH:18]([CH3:20])[CH3:19])[N:8]2[CH2:11][C:12]2[CH:17]=[CH:16][CH:15]=[CH:14][CH:13]=2)=[CH:4][CH:3]=1.[C:33]1(=O)[CH2:37][CH2:36][CH2:35][CH2:34]1>>[CH2:11]([N:8]1[C:9]2[C:5](=[CH:4][CH:3]=[C:2]([NH:1][CH:33]3[CH2:37][CH2:36][CH2:35][CH2:34]3)[CH:10]=2)[C:6]([C:21]([NH:23][CH2:24][C:25]2[CH:30]=[CH:29][C:28]([F:31])=[C:27]([F:32])[CH:26]=2)=[O:22])=[C:7]1[CH:18]([CH3:19])[CH3:20])[C:12]1[CH:13]=[CH:14][CH:15]=[CH:16][CH:17]=1. Procedure details: The title compound was prepared from 6-amino-1-benzyl-N-(3,4-difluorobenzyl)-2-isopropyl-1H-indole-3-carboxamide (Compound 125) and cyclopentanone by General Procedure T. Reactants: C1=CC=C(C=C1)C2=CC=CC=C2.C1=CC=C(C=C1)OC2=CC=CC=C2 (Dowtherm A), BrC1=CC=C2C=CN=C(C2=C1)N (7-bromoisoquinolin-1-amine), N1=CC=C(C=C1)C(CC(=O)OCC)=O (ethyl 3-(4-pyridinyl)-3-oxopropionate), Cl.C(C)(C)O (isopropanol hydrochloride), C(C)(=O)[O-].[NH4+] (ammonium acetate), O (water). Run at temperature 140 celsius, time 8 hour. The product is C(C(=O)O)(=O)O.BrC1=CC=C2C=CN3C(C2=C1)=NC(=CC3=O)C3=CC=NC=C3 (10-Bromo-2-pyridin-4-yl-4H-pyrimido[2,1-a]isoquinolin-4-one oxalate). Yield: 30.0%. RXN SMILES: [Br:1][C:2]1[CH:11]=[C:10]2[C:5]([CH:6]=[CH:7][N:8]=[C:9]2[NH2:12])=[CH:4][CH:3]=1.[N:13]1[CH:18]=[CH:17][C:16]([C:19](=O)[CH2:20][C:21]([O:23]CC)=[O:22])=[CH:15][CH:14]=1.C([O-])(=[O:29])C.[NH4+].C1C=CC(C2C=CC=CC=2)=CC=1.C1C=CC(OC2C=CC=CC=2)=CC=1.Cl.C(O)(C)C.[OH2:62]>>[C:21]([OH:23])(=[O:22])[C:20]([OH:29])=[O:62].[Br:1][C:2]1[CH:11]=[C:10]2[C:5]([CH:6]=[CH:7][N:8]3[C:21](=[O:22])[CH:20]=[C:19]([C:16]4[CH:17]=[CH:18][N:13]=[CH:14][CH:15]=4)[N:12]=[C:9]32)=[CH:4][CH:3]=1 |f:2.3,4.5,6.7,9.10|. Procedure: To a mixture of 0.1 g (0.38 mmol) of 7-bromoisoquinolin-1-amine (synthesis described in WO9847876) and 0.134 g (0.69 mmol) of ethyl 3-(4-pyridinyl)-3-oxopropionate were added 0.059 g (0.77 mmol) of ammonium acetate. The reaction mixture was heated at 140° C. for 12 hours. Then 2 ml of Dowtherm A were added and the resulting mixture was allowed to stir at 210° C. for 8 hours. After cooling, water was added and the resulting solution was acidified using isopropanol hydrochloride 6N. Dowtherm A was... Starting materials: Cc1ccnc(C=Cc2nn(C3CCCCO3)c3cc(Nc4ccccc4C(=O)O)ccc23)c1, Cn1ccnc1CN, ClCCl, Cl. Product: Cc1ccnc(C=Cc2nn(C3CCCCO3)c3cc(Nc4ccccc4C(=O)NCc4nccn4C)ccc23)c1. As a reaction SMILES: [CH3:10][c:11]1[cH:12][c:13]([CH:17]=[CH:18][c:19]2[n:20][n:21]([CH:38]3[O:39][CH2:40][CH2:41][CH2:42][CH2:43]3)[c:22]3[cH:23][c:24]([NH:28][c:29]4[c:30]([C:31](=[O:32])[OH:33])[cH:34][cH:35][cH:36][cH:37]4)[cH:25][cH:26][c:27]23)[n:14][cH:15][cH:16]1.[CH3:2][n:3]1[c:4]([CH2:8][NH2:9])[n:5][cH:6][cH:7]1.[Cl:44][CH2:45][Cl:46].[ClH:1]>>[CH3:2][n:3]1[c:4]([CH2:8][NH:9][C:31]([c:30]2[c:29]([NH:28][c:24]3[cH:23][c:22]4[n:21]([CH:38]5[O:39][CH2:40][CH2:41][CH2:42][CH2:43]5)[n:20][c:19]([CH:18]=[CH:17][c:13]5[cH:12][c:11]([CH3:10])[cH:16][cH:15][n:14]5)[c:27]4[cH:26][cH:25]3)[cH:37][cH:36][cH:35][cH:34]2)=[O:32])[n:5][cH:6][cH:7]1.